This data is from the Open Reaction Database (ORD), a public repository of structured organic reaction records. The task is: describe an organic reaction: reactants, conditions, products, and yield Starting materials: C(C1=CC=CC=C1)[C@@H]1N(C(OC1)=O)C([C@H]([C@H](O)C1=C(C=C(C=C1C)OCC1=CC=CC=C1)C)OCC)=O ((S)-4-benzyl-3-[(2S,3R)-3-(4-benzyloxy-2,6-dimethyl-phenyl)-2-ethoxy-3-hydroxy-propionyl]-oxazolidin-2-one), C[O-].[Na+] (sodium methoxide). Solvent: CO (methanol). Yields the product COC([C@H]([C@H](O)C1=C(C=C(C=C1C)OCC1=CC=CC=C1)C)OCC)=O ((2S,3R)-3-(4-benzyloxy-2,6-dimethyl-phenyl)-2-ethoxy-3-hydroxy-propionic acid methyl ester). Reaction SMILES: C([C@H]1COC(=O)N1[C:14](=[O:37])[C@@H:15]([O:34][CH2:35][CH3:36])[C@@H:16]([C:18]1[C:23]([CH3:24])=[CH:22][C:21]([O:25][CH2:26][C:27]2[CH:32]=[CH:31][CH:30]=[CH:29][CH:28]=2)=[CH:20][C:19]=1[CH3:33])[OH:17])C1C=CC=CC=1.[CH3:38][O-:39].[Na+]>CO>[CH3:38][O:39][C:14](=[O:37])[C@@H:15]([O:34][CH2:35][CH3:36])[C@@H:16]([C:18]1[C:19]([CH3:33])=[CH:20][C:21]([O:25][CH2:26][C:27]2[CH:32]=[CH:31][CH:30]=[CH:29][CH:28]=2)=[CH:22][C:23]=1[CH3:24])[OH:17] |f:1.2|. Procedure details: In analogy to the procedure described in example 17 b], (S)-4-benzyl-3-[(2S,3R)-3-(4-benzyloxy-2,6-dimethyl-phenyl)-2-ethoxy-3-hydroxy-propionyl]-oxazolidin-2-one was treated with sodium methoxide in methanol to give (2S,3R)-3-(4-benzyloxy-2,6-dimethyl-phenyl)-2-ethoxy-3-hydroxy-propionic acid methyl ester as colorless liquid. According to 1H-NMR spectroscopy, one single diastereomer was obtained. Reactants: CC(=CCBr)C (PrenylBr), CC(C)(C)OC(=O)N1CCN(CC1)c2ccc(NC(=O)c3oc(cc3)c4ccc(cc4)C#N)cc2 (p-CN Core). Reagents/catalysts: O=S(=O)(O)O (H2SO4), CCN=P(N=P(N(C)C)(N(C)C)N(C)C)(N(C)C)N(C)C (P2-Et). Solvent: COCCOCCOC (diglyme), CN(C)C=O (DMF), CN(C)C=O (DMF), CN(C)C=O (DMF). Conditions: temperature 23 celsius, time 20 hour. The product is CC(=CCN(C(=O)c1oc(cc1)c2ccc(cc2)C#N)c3ccc(cc3)N4CCNCC4)C (MK2_Alk_24), CC(C)(C)OC(=O)N1CCN(CC1)c2ccc(NC(=O)c3oc(cc3)c4ccc(cc4)C#N)cc2 (p-CN Core), CC(C)(C)OC(=O)N1CCN(CC1)c2ccc(NC(=O)c3oc(cc3)c4ccc(cc4)C#N)cc2 (MK2_Core_CN). Isolated yield 45.0%. Reactants: CCNCC, C#CCC(C)O, CN(C)C=O, Cn1cc(C(=O)NCc2ccc(Cl)cc2)c(=O)c2cc(CN3CCOCC3)cc(I)c21, [Cu]I, Cl[Pd]Cl, c1ccc(P(c2ccccc2)c2ccccc2)cc1, c1ccc(P(c2ccccc2)c2ccccc2)cc1. The product is CC(O)CC#Cc1cc(CN2CCOCC2)cc2c(=O)c(C(=O)NCc3ccc(Cl)cc3)cn(C)c12. Reaction SMILES: [CH2:32]([NH:33][CH2:34][CH3:35])[CH3:36].[CH3:37][CH:38]([CH2:39][C:40]#[CH:41])[OH:42].[CH3:86][N:87]([CH3:88])[CH:89]=[O:90].[Cl:1][c:2]1[cH:3][cH:4][c:5]([CH2:6][NH:7][C:8](=[O:9])[c:10]2[cH:11][n:12]([CH3:29])[c:13]3[c:14]([I:28])[cH:15][c:16]([CH2:21][N:22]4[CH2:23][CH2:24][O:25][CH2:26][CH2:27]4)[cH:17][c:18]3[c:19]2=[O:20])[cH:30][cH:31]1.[Cu:43][I:44].[Pd:45]([Cl:46])[Cl:47].[c:48]1([P:49]([c:50]2[cH:51][cH:52][cH:53][cH:54][cH:55]2)[c:56]2[cH:57][cH:58][cH:59][cH:60][cH:61]2)[cH:62][cH:63][cH:64][cH:65][cH:66]1.[c:67]1([P:68]([c:69]2[cH:70][cH:71][cH:72][cH:73][cH:74]2)[c:75]2[cH:76][cH:77][cH:78][cH:79][cH:80]2)[cH:81][cH:82][cH:83][cH:84][cH:85]1>>[Cl:1][c:2]1[cH:3][cH:4][c:5]([CH2:6][NH:7][C:8](=[O:9])[c:10]2[cH:11][n:12]([CH3:29])[c:13]3[c:14]([C:41]#[C:40][CH2:39][CH:38]([CH3:37])[OH:42])[cH:15][c:16]([CH2:21][N:22]4[CH2:23][CH2:24][O:25][CH2:26][CH2:27]4)[cH:17][c:18]3[c:19]2=[O:20])[cH:30][cH:31]1. The reactants are CC(Br)c1noc(-c2cccc(Cl)c2)n1, C1CCOC1, [Li]CCCC, Cc1nnc(-c2ccncc2)n1C. The product is CC(Cc1nnc(-c2ccncc2)n1C)c1noc(-c2cccc(Cl)c2)n1. RXN SMILES: [Br:19][CH:20]([CH3:21])[c:22]1[n:23][o:24][c:25](-[c:27]2[cH:28][c:29]([Cl:33])[cH:30][cH:31][cH:32]2)[n:26]1.[CH2:34]1[O:35][CH2:36][CH2:37][CH2:38]1.[CH3:1][CH2:2][CH2:3][CH2:4][Li:5].[CH3:6][n:7]1[c:8](-[c:13]2[cH:14][cH:15][n:16][cH:17][cH:18]2)[n:9][n:10][c:11]1[CH3:12]>>[CH3:6][n:7]1[c:8](-[c:13]2[cH:14][cH:15][n:16][cH:17][cH:18]2)[n:9][n:10][c:11]1[CH2:12][CH:20]([CH3:21])[c:22]1[n:23][o:24][c:25](-[c:27]2[cH:28][c:29]([Cl:33])[cH:30][cH:31][cH:32]2)[n:26]1. Reactants: [Si](C)(C)(C(C)(C)C)OCC1=NC=C2N1C(N(C2)C2CCN(CC2)C(=O)[C@@H](C(C)(C)C)NC(=O)NC2=CC=C(C=C2)Cl)=O (N-((1R)-1-((4-(5-(((tert-butyldimethylsilyl)oxy)methyl)-3-oxo-1H-imidazo[1,5-c]imidazol-2(3H)-yl)-1-piperidinyl)carbonyl)-2,2-dimethylpropyl)-N′-(4-chlorophenyl)urea), C(C)(=O)O (acetic acid), O (water). The yield is 83.1%. Yields the product ClC1=CC=C(C=C1)NC(=O)N[C@H](C(C)(C)C)C(=O)N1CCC(CC1)N1C(N2C(C1)=CN=C2CO)=O (N-(4-chlorophenyl)-N′-((1R)-1-((4-(5-(hydroxymethyl)-3-oxo-1H-imidazo[1,5-c]imidazol-2(3H)-yl)-1-piperidinyl)carbonyl)-2,2-dimethylpropyl)urea). Reported procedure: N-((1R)-1-((4-(5-(((tert-butyldimethylsilyl)oxy)methyl)-3-oxo-1H-imidazo[1,5-c]imidazol-2(3H)-yl)-1-piperidinyl)carbonyl)-2,2-dimethylpropyl)-N′-(4-chlorophenyl)urea (0.31 g) obtained in Example 831) was dissolved in a solution (acetic acid:water:THF=4:1:1, 6 ml), and mixed at 60° C. for 4 hours. The solvent was distilled off under reduced pressure, and then to the residue were added ethyl acetate and a saturated aqueous sodium hydrogen carbonate solution. The organic layer was collected by sepa... Run in C1CCOC1 (THF). As a reaction SMILES: [Si]([O:8][CH2:9][C:10]1[N:14]2[C:15](=[O:42])[N:16]([CH:18]3[CH2:23][CH2:22][N:21]([C:24]([C@H:26]([NH:31][C:32]([NH:34][C:35]4[CH:40]=[CH:39][C:38]([Cl:41])=[CH:37][CH:36]=4)=[O:33])[C:27]([CH3:30])([CH3:29])[CH3:28])=[O:25])[CH2:20][CH2:19]3)[CH2:17][C:13]2=[CH:12][N:11]=1)(C(C)(C)C)(C)C.C(O)(=O)C.O>C1COCC1>[Cl:41][C:38]1[CH:37]=[CH:36][C:35]([NH:34][C:32]([NH:31][C@@H:26]([C:24]([N:21]2[CH2:22][CH2:23][CH:18]([N:16]3[CH2:17][C:13]4=[CH:12][N:11]=[C:10]([CH2:9][OH:8])[N:14]4[C:15]3=[O:42])[CH2:19][CH2:20]2)=[O:25])[C:27]([CH3:29])([CH3:30])[CH3:28])=[O:33])=[CH:40][CH:39]=1. Reactants: ClN1C(CCC1=O)=O (1-chloropyrrolidine-2,5-dione), BrC=1N2C=3C=C(C(=C2N2CCC(OCCCC[C@@H](OC=4C=CC(=CC4C4=CC=CC(C1N3)=C4)F)C)(CC2)C)[C@@H](C(=O)OC)OC(C)(C)C)C (Methyl(2S)-2-[(22S)-8-bromo-17-fluoro-4,22,28-trimethyl-21,27-dioxa-1,7,34-triazahexacyclo[26.2.2.16,9.110,14.02,7.015,20]tetratriaconta-2,4,6(34),8,10(33),11,13,15(20),16,18-decaen-3-yl]-2-(tert-butoxy)acetate), C(C)(=O)OCC (Ethyl Acetate). Solvent: C(C)#N (acetonitrile). Conditions: time 3 hour. Product: BrC=1N2C=3C(=C(C(=C2N2CCC(OCCCC[C@@H](OC=4C=CC(=CC4C4=CC=CC(C1N3)=C4)F)C)(CC2)C)[C@@H](C(=O)OC)OC(C)(C)C)C)Cl (Methyl(2S)-2-[(22S)-8-bromo-5-chloro-17-fluoro-4,22,28-trimethyl-21,27-dioxa-1,7,34-triazahexacyclo[26.2.2.16,9.110,14.02,7.015,20]tetratriaconta-2, 4, 6(34),8,10(33),11,13,15(20),16,18-decaen-3-yl]-2-(tert-butoxy)acetate). The yield is 57.4%. As a reaction SMILES: [Br:1][C:2]1[N:3]2[C:8]3[N:9]4[CH2:37][CH2:36][C:12]([CH3:38])([O:13][CH2:14][CH2:15][CH2:16][CH2:17][C@H:18]([CH3:35])[O:19][C:20]5[CH:21]=[CH:22][C:23]([F:34])=[CH:24][C:25]=5[C:26]5[CH:33]=[C:30]([C:31]=1[N:32]=[C:4]2[CH:5]=[C:6]([CH3:49])[C:7]=3[C@H:39]([O:44][C:45]([CH3:48])([CH3:47])[CH3:46])[C:40]([O:42][CH3:43])=[O:41])[CH:29]=[CH:28][CH:27]=5)[CH2:11][CH2:10]4.[Cl:50]N1C(=O)CCC1=O.C(OCC)(=O)C>C(#N)C>[Br:1][C:2]1[N:3]2[C:8]3[N:9]4[CH2:10][CH2:11][C:12]([CH3:38])([O:13][CH2:14][CH2:15][CH2:16][CH2:17][C@H:18]([CH3:35])[O:19][C:20]5[CH:21]=[CH:22][C:23]([F:34])=[CH:24][C:25]=5[C:26]5[CH:33]=[C:30]([C:31]=1[N:32]=[C:4]2[C:5]([Cl:50])=[C:6]([CH3:49])[C:7]=3[C@H:39]([O:44][C:45]([CH3:48])([CH3:47])[CH3:46])[C:40]([O:42][CH3:43])=[O:41])[CH:29]=[CH:28][CH:27]=5)[CH2:36][CH2:37]4. Procedure: Methyl(2S)-2-[(22S)-8-bromo-17-fluoro-4,22,28-trimethyl-21,27-dioxa-1,7,34-triazahexacyclo[26.2.2.16,9.110,14.02,7.015,20]tetratriaconta-2,4,6(34),8,10(33),11,13,15(20),16,18-decaen-3-yl]-2-(tert-butoxy)acetate (50 mg, 0.068 mmol, 1.0 equiv) was dissolved in acetonitrile (1357 μl). To this solution was added 1-chloropyrrolidine-2,5-dione (9.06 mg, 0.068 mmol, 1.0 equiv) and stirred for 3 hours. The mixture was diluted by 15 mL Ethyl Acetate, washed by NaHCO3 and brine. The organic layer was drie...